This data is from the Open Reaction Database (ORD), a public repository of structured organic reaction records. The task is: describe an organic reaction: reactants, conditions, products, and yield Starting materials: C1(=CC=CC=C1)NC(=S)C1(OC2=C(CC1)C(=C(C(=C2C)C)OC(C)=O)C)C (N-Phenyl-6-acetoxy-3,4-dihydro-2,5,7,8-tetramethyl-2H-1-benzopyran-2-thiocarboxamide), C1(=CC=CC=C1)NC(=S)C1(OC2=C(CC1)C=C(C(=C2)C(C)(C)C)OC(C)=O)C (N-phenyl-6-acetoxy-3,4-dihydro-2-methyl-7-tert-butyl-2H-1-benzopyran-2-thiocarboxamide). Yields the product C1(=CC=CC=C1)NC(=S)C1(OC2=C(CC1)C=C(C(=C2)C(C)(C)C)O)C (N-phenyl-6-hydroxy-3,4-dihydro-2-methyl-7-tert -butyl-2H-1-benzopyran-2-thiocarboxamide). As a reaction SMILES: C1(NC(C2(C)CCC3C(C)=C(OC(=O)C)C(C)=C(C)C=3O2)=S)C=CC=CC=1.[C:28]1([NH:34][C:35]([C:37]2([CH3:55])[CH2:42][CH2:41][C:40]3[CH:43]=[C:44]([O:51]C(=O)C)[C:45]([C:47]([CH3:50])([CH3:49])[CH3:48])=[CH:46][C:39]=3[O:38]2)=[S:36])[CH:33]=[CH:32][CH:31]=[CH:30][CH:29]=1>>[C:28]1([NH:34][C:35]([C:37]2([CH3:55])[CH2:42][CH2:41][C:40]3[CH:43]=[C:44]([OH:51])[C:45]([C:47]([CH3:49])([CH3:48])[CH3:50])=[CH:46][C:39]=3[O:38]2)=[S:36])[CH:33]=[CH:32][CH:31]=[CH:30][CH:29]=1. Procedure details: By carrying out the reaction as in Example 2 (2nd process), but replacing the compound of Example 1 with the compound of Example 73, the title product is obtained. Starting materials: O=C=NC1CC1c1ccccc1, Nc1ccc(N2CCN(C(=O)c3ccccc3C(F)(F)F)CC2)nn1, CN(C)C=O, O. The product is O=C(Nc1ccc(N2CCN(C(=O)c3ccccc3C(F)(F)F)CC2)nn1)NC1CC1c1ccccc1. As a reaction SMILES: [N:26](=[C:27]=[O:28])[CH:29]1[CH:30]([c:32]2[cH:33][cH:34][cH:35][cH:36][cH:37]2)[CH2:31]1.[NH2:1][c:2]1[cH:3][cH:4][c:5]([N:8]2[CH2:9][CH2:10][N:11]([C:14](=[O:15])[c:16]3[c:17]([C:22]([F:23])([F:24])[F:25])[cH:18][cH:19][cH:20][cH:21]3)[CH2:12][CH2:13]2)[n:6][n:7]1.[O:39]=[CH:40][N:41]([CH3:42])[CH3:43].[OH2:38]>>[NH:1]([c:2]1[cH:3][cH:4][c:5]([N:8]2[CH2:9][CH2:10][N:11]([C:14](=[O:15])[c:16]3[c:17]([C:22]([F:23])([F:24])[F:25])[cH:18][cH:19][cH:20][cH:21]3)[CH2:12][CH2:13]2)[n:6][n:7]1)[C:27]([NH:26][CH:29]1[CH:30]([c:32]2[cH:33][cH:34][cH:35][cH:36][cH:37]2)[CH2:31]1)=[O:28]. Reactants: Br, CC(=O)O, COc1ccc(C(C)(C)CC(=O)O)cc1C. Product: Cc1cc(C(C)(C)CC(=O)O)ccc1O. As a reaction SMILES: [BrH:17].[CH3:18][C:19](=[O:20])[OH:21].[CH3:1][c:2]1[cH:3][c:4]([C:10]([CH2:11][C:12](=[O:13])[OH:14])([CH3:15])[CH3:16])[cH:5][cH:6][c:7]1[O:8][CH3:9]>>[CH3:1][c:2]1[cH:3][c:4]([C:10]([CH2:11][C:12](=[O:13])[OH:14])([CH3:15])[CH3:16])[cH:5][cH:6][c:7]1[OH:8].